From a dataset of the Open Reaction Database (ORD), a public repository of structured organic reaction records. describe an organic reaction: reactants, conditions, products, and yield Reactants: C1(CC1)C1=NC(=NO1)C=1N=CN2C1C(OC1=C2C=CC=C1)OC(C1=CC=CC=C1)=O (3-(5-Cyclopropyl-1,2,4-oxadiazol-3-yl)-4-(benzoyloxy)-4H-imidazo(5,1-c)(1,4)benzoxazine), compound 3, C[O-].[Na+] (sodium methoxide). The solvent is CO (methanol). Reaction conditions: time 3.75 hour. Yields the product C1(CC1)C1=NC(=NO1)C=1N=CN2C1C(OC1=C2C=CC=C1)O (3-(5-Cyclopropyl-1,2,4-oxadiazol-3-yl)-4-hydroxy-4H-imidazo(5,1-c)(1,4)benzoxazine). The yield is 81.0%. Reaction SMILES: [CH:1]1([C:4]2[O:8][N:7]=[C:6]([C:9]3[N:10]=[CH:11][N:12]4[C:17]5[CH:18]=[CH:19][CH:20]=[CH:21][C:16]=5[O:15][CH:14]([O:22]C(=O)C5C=CC=CC=5)[C:13]=34)[N:5]=2)[CH2:3][CH2:2]1.C[O-].[Na+]>CO>[CH:1]1([C:4]2[O:8][N:7]=[C:6]([C:9]3[N:10]=[CH:11][N:12]4[C:17]5[CH:18]=[CH:19][CH:20]=[CH:21][C:16]=5[O:15][CH:14]([OH:22])[C:13]=34)[N:5]=2)[CH2:3][CH2:2]1 |f:1.2|. Procedure: 3-(5-Cyclopropyl-1,2,4-oxadiazol-3-yl)-4-(benzoyloxy)-4H-imidazo(5,1-c)(1,4)benzoxazine, Example compound 3 (0.88 g), was placed in methanol (44 mL). To that solution was added sodium methoxide (0.24 g) and stirring continued for 3.75 hours. The reaction was evaporated to dryness and triturated with water. Recrystallization from methanol afforded 0.53 g (81%) of the title compound. Mp 230°-4° C.